Dataset: the Open Reaction Database (ORD), a public repository of structured organic reaction records. Task: describe an organic reaction: reactants, conditions, products, and yield Reactants: ClCC1=CC=C(C=C1)NC(=O)C1=CC2=CC(=CC=C2CC1)C1=CC=C(C=C1)C (N-[4-(chloromethyl)-phenyl]-7-(4-methylphenyl)-3,4-dihydronaphthalene-2-carboxamide), N1=C(N=CC=C1)N1CCNCC1 (1-(2-pyrimidyl)piperazine), C(O)([O-])=O.[Na+] (sodium hydrogen carbonate). Run in C1CCOC1 (THF). Product: CC1=CC=C(C=C1)C1=CC=C2CCC(=CC2=C1)C(=O)NC1=CC=C(C=C1)CN1CCN(CC1)C1=NC=CC=N1 (7-(4-methylphenyl)-N-[4-[1-(2-pyrimidyl)-4-piperazinylmethyl]-phenyl]-3,4-dihydronaphthalene-2-carboxamide). Yield: 83.3%. RXN SMILES: Cl[CH2:2][C:3]1[CH:8]=[CH:7][C:6]([NH:9][C:10]([C:12]2[CH2:21][CH2:20][C:19]3[C:14](=[CH:15][C:16]([C:22]4[CH:27]=[CH:26][C:25]([CH3:28])=[CH:24][CH:23]=4)=[CH:17][CH:18]=3)[CH:13]=2)=[O:11])=[CH:5][CH:4]=1.[N:29]1[CH:34]=[CH:33][CH:32]=[N:31][C:30]=1[N:35]1[CH2:40][CH2:39][NH:38][CH2:37][CH2:36]1.C(=O)([O-])O.[Na+]>C1COCC1>[CH3:28][C:25]1[CH:24]=[CH:23][C:22]([C:16]2[CH:15]=[C:14]3[C:19]([CH2:20][CH2:21][C:12]([C:10]([NH:9][C:6]4[CH:5]=[CH:4][C:3]([CH2:2][N:38]5[CH2:39][CH2:40][N:35]([C:30]6[N:31]=[CH:32][CH:33]=[CH:34][N:29]=6)[CH2:36][CH2:37]5)=[CH:8][CH:7]=4)=[O:11])=[CH:13]3)=[CH:18][CH:17]=2)=[CH:27][CH:26]=1 |f:2.3|. Reported procedure: In THF (7ml) was dissolved N-[4-(chloromethyl)-phenyl]-7-(4-methylphenyl)-3,4-dihydronaphthalene-2-carboxamide (150mg), and to the mixture was added 1-(2-pyrimidyl)piperazine (190mg). The mixture was refluxed for 24 hours. The reaction mixture was cooled to room temperature, and to the mixture was added 5% sodium hydrogen carbonate solution (50ml). The mixture was extracted with ethyl acetate. The organic layer was washed with saturated sodium chloride solution, dried with anhydrous sodium sulfa... The reactants are BrC=1C=C2C(=CNC2=C(C1)C(=O)O)C1CS(CC1)(=O)=O (5-bromo-3-(1,1-dioxidotetrahydro-3-thienyl)-1H-indole-7-carboxylic acid), C=1C=CC2=C(C1)N=NN2O (HOBT), solution, N (ammonia), O1CCOCC1 (1,4 dioxane). Run in C(C)(=O)OCC (ethyl acetate), CN(C)C=O (DMF). Conditions: temperature 100 celsius. The product is BrC=1C=C2C(=CNC2=C(C1)C(=O)N)C1CS(CC1)(=O)=O (5-Bromo-3-(1,1-dioxidotetrahydro-3-thienyl)-1H-indole-7-carboxamide). As a reaction SMILES: [Br:1][C:2]1[CH:3]=[C:4]2[C:8](=[C:9]([C:11](O)=[O:12])[CH:10]=1)[NH:7][CH:6]=[C:5]2[CH:14]1[CH2:18][CH2:17][S:16](=[O:20])(=[O:19])[CH2:15]1.C1C=CC2N(O)N=[N:27]C=2C=1.N.O1CCOCC1>CN(C=O)C.C(OCC)(=O)C>[Br:1][C:2]1[CH:3]=[C:4]2[C:8](=[C:9]([C:11]([NH2:27])=[O:12])[CH:10]=1)[NH:7][CH:6]=[C:5]2[CH:14]1[CH2:18][CH2:17][S:16](=[O:20])(=[O:19])[CH2:15]1. Reported procedure: A 20 mL microwave reaction vessel was charged with 5-bromo-3-(1,1-dioxidotetrahydro-3-thienyl)-1H-indole-7-carboxylic acid (0.50 g, 1.40 mmol) EDC (0.81 g, 4.22 mmol), HOBT (0.22 g, 1.40 mmol), and dissolved in DMF (4.65 mL). A 0.5 M solution of ammonia in 1,4 dioxane (5.6 mL, 2.81 mmol) was then added and the reaction was heated in a microwave for 20 minutes, at 100° C. The solution was then dissolved in ethyl acetate and washed with water (3×'s). The aqueous layers were backwashed with ethyl a... The product is O=C(O)C1Cc2[nH]c3ccc(OCc4ccccc4)cc3c2C1. RXN SMILES: [CH2:5]([CH3:6])[O:7][C:8](=[O:9])[CH:10]1[CH2:11][c:12]2[c:13]([nH:14][c:15]3[cH:16][cH:17][c:18]([O:21][CH2:22][c:23]4[cH:24][cH:25][cH:26][cH:27][cH:28]4)[cH:19][c:20]23)[CH2:29]1.[CH3:1][C:2](=[O:3])[OH:4].[OH2:30]>>[O:7]=[C:8]([OH:9])[CH:10]1[CH2:11][c:12]2[c:13]([nH:14][c:15]3[cH:16][cH:17][c:18]([O:21][CH2:22][c:23]4[cH:24][cH:25][cH:26][cH:27][cH:28]4)[cH:19][c:20]23)[CH2:29]1. Reactants: CCOC(=O)C1Cc2[nH]c3ccc(OCc4ccccc4)cc3c2C1, CC(=O)O, O. As a reaction SMILES: B(Cl)(Cl)Cl.[Cl:5][C:6]1[C:15]2[C:10](=[C:11]([O:16]C)[CH:12]=[CH:13][CH:14]=2)[N:9]=[CH:8][N:7]=1>ClCCl.C(Cl)(Cl)Cl.C(=O)(O)[O-].[Na+]>[Cl:5][C:6]1[C:15]2[C:10](=[C:11]([OH:16])[CH:12]=[CH:13][CH:14]=2)[N:9]=[CH:8][N:7]=1 |f:4.5|. The solvent is ClCCl (dichloromethane), C(Cl)(Cl)Cl (chloroform), C([O-])(O)=O.[Na+] (sodium bicarbonate). Reported procedure: A solution of boron trichloride in dichloromethane (1.0 molar, 46.0 mL) is added via syringe to a solution of 4-chloro-8-methoxyquinazoline (2.24 g, 11.5 mmol) in chloroform, under a nitrogen atmosphere. The reaction mixture is heated at reflux for 1/2 hour, cooled to room temperature and diluted with a mixture of ice and saturated sodium bicarbonate solution. The phases are separated and the aqueous phase is extracted with chloroform. The organic phases are combined, washed with a 10% ethylened... Product: ClC1=NC=NC2=C(C=CC=C12)O (4-Chloro-8-quinazolinol). The reactants are B(Cl)(Cl)Cl (boron trichloride), ClC1=NC=NC2=C(C=CC=C12)OC (4-chloro-8-methoxyquinazoline). Reactants: OC(C[C@@]1(CCN(C(O1)=O)[C@@H](CC)C1=CC=C(C=C1)B1OC(C(O1)(C)C)(C)C)C1=CC=CC=C1)(C)C ((S)-6-(2-hydroxy-2-methylpropyl)-6-phenyl-3-((S)-1-(4-(4,4,5,5-tetramethyl-1,3,2-dioxaborolan-2-yl)phenyl)propyl)-1,3-oxazinan-2-one), BrC1=CC(N(C(=C1)C)C)=O (4-bromo-1,6-dimethylpyridin-2(1H)-one). Reaction SMILES: [OH:1][C:2]([CH3:36])([CH3:35])[CH2:3][C@@:4]1([C:29]2[CH:34]=[CH:33][CH:32]=[CH:31][CH:30]=2)[O:9][C:8](=[O:10])[N:7]([C@H:11]([C:14]2[CH:19]=[CH:18][C:17](B3OC(C)(C)C(C)(C)O3)=[CH:16][CH:15]=2)[CH2:12]C)[CH2:6][CH2:5]1.Br[C:38]1[CH:43]=[C:42]([CH3:44])[N:41]([CH3:45])[C:40](=[O:46])[CH:39]=1>>[CH3:45][N:41]1[C:42]([CH3:44])=[CH:43][C:38]([C:17]2[CH:16]=[CH:15][C:14]([C@@H:11]([N:7]3[CH2:6][CH2:5][C@:4]([CH2:3][C:2]([OH:1])([CH3:35])[CH3:36])([C:29]4[CH:34]=[CH:33][CH:32]=[CH:31][CH:30]=4)[O:9][C:8]3=[O:10])[CH3:12])=[CH:19][CH:18]=2)=[CH:39][C:40]1=[O:46]. Product: CN1C(C=C(C=C1C)C1=CC=C(C=C1)[C@H](C)N1C(O[C@](CC1)(C1=CC=CC=C1)CC(C)(C)O)=O)=O ((S)-3-((S)-1-(4-(1,6-dimethyl-2-oxo-1,2-dihydropyridin-4-yl)phenyl)ethyl)-6-(2-hydroxy-2-methylpropyl)-6-phenyl-1,3-oxazinan-2-one). Reported procedure: The title compound was prepared from (S)-6-(2-hydroxy-2-methylpropyl)-6-phenyl-3-((S)-1-(4-(4,4,5,5-tetramethyl-1,3,2-dioxaborolan-2-yl)phenyl)propyl)-1,3-oxazinan-2-one and 4-bromo-1,6-dimethylpyridin-2(1H)-one following a procedure analogous to that described in Example 6 Step 1. LC-MS Method 2 tR=1.173 min, m/z=475.2; 1H NMR (CDCl3) 1.10 (s, 3H),1.16 (s, 3H), 1.51 (d, 3H),2.18 (m, 3H), 2.21 (m, 1H), 2.42 (m, 4H), 2.86 (m, 1H), 3.54 (s, 3H), 5.66 (m, 1H), 6.21 (s, 1H), 6.60 (s, 1H), 6.97 (m, 2... Conditions: time 3 hour. The product is OC1(CCSC2CN(CC21)CC2=CC=CC=C2)C2=CC=CC=C2 ((4RS,4aSR,7aRS)-4-hydroxy-4-phenyl6-benzylperhydrothiopyrano[2,3-c]pyrrole). The reactants are C(C1=CC=CC=C1)N1CC2C(C1)C(CCS2)=O ((4aRS,7aSR)6-benzyl-4-oxoperhydrothiopyrano[2,3-c]pyrrole), C1(=CC=CC=C1)[Mg]Br (phenylmagnesium bromide), BrC1=CC=CC=C1 (bromobenzene), [Mg] (magnesium), saturated aqueous solution, [Cl-].[NH4+] (ammonium chloride). Procedure details: A solution of 21.15 g of (4aRS,7aSR)6-benzyl-4-oxoperhydrothiopyrano[2,3-c]pyrrole in 150 cm3 of anhydrous ethyl ether are added over 30 minutes to a solution of phenylmagnesium bromide prepared from 19.8 cm3 of bromobenzene and 4.52 g of dry magnesium in 120 cm3 of anhydrous ethyl ether. The reaction mixture is stirred at the reflux temperature for 3 hours, and then for 20 hours at 20° C. The mixture, to which 200 cm3 of ethyl ether has been added, is stirred with 600 cm3 of a saturated aqueous... Reaction SMILES: [CH2:1]([N:8]1[CH2:12][CH:11]2[C:13](=[O:17])[CH2:14][CH2:15][S:16][CH:10]2[CH2:9]1)[C:2]1[CH:7]=[CH:6][CH:5]=[CH:4][CH:3]=1.[C:18]1([Mg]Br)[CH:23]=[CH:22][CH:21]=[CH:20][CH:19]=1.BrC1C=CC=CC=1.[Mg].[Cl-].[NH4+]>C(OCC)C>[OH:17][C:13]1([C:18]2[CH:23]=[CH:22][CH:21]=[CH:20][CH:19]=2)[CH:11]2[CH:10]([CH2:9][N:8]([CH2:1][C:2]3[CH:3]=[CH:4][CH:5]=[CH:6][CH:7]=3)[CH2:12]2)[S:16][CH2:15][CH2:14]1 |f:4.5|. Run in C(C)OCC (ethyl ether), C(C)OCC (ethyl ether), C(C)OCC (ethyl ether). The reactants are COC(=O)c1ccc(CCC(C=Cc2ccccc2O)Cc2ccc(C#N)cc2)cc1, CC(C)(C)c1ccc(CBr)cc1, O=C([O-])[O-], CC#N, [K+], [K+]. Yields the product COC(=O)c1ccc(CCC(C=Cc2ccccc2OCc2ccc(C(C)(C)C)cc2)Cc2ccc(C#N)cc2)cc1. Reaction SMILES: [C:1](#[N:2])[c:3]1[cH:4][cH:5][c:6]([CH2:7][CH:8]([CH2:9][CH2:10][c:11]2[cH:12][cH:13][c:14]([C:15](=[O:16])[O:17][CH3:18])[cH:19][cH:20]2)[CH:21]=[CH:22][c:23]2[c:24]([OH:29])[cH:25][cH:26][cH:27][cH:28]2)[cH:30][cH:31]1.[C:32]([CH3:33])([CH3:34])([CH3:35])[c:36]1[cH:37][cH:38][c:39]([CH2:40][Br:41])[cH:42][cH:43]1.[C:44](=[O:45])([O-:46])[O-:47].[CH3:50][C:51]#[N:52].[K+:48].[K+:49]>>[C:1](#[N:2])[c:3]1[cH:4][cH:5][c:6]([CH2:7][CH:8]([CH2:9][CH2:10][c:11]2[cH:12][cH:13][c:14]([C:15](=[O:16])[O:17][CH3:18])[cH:19][cH:20]2)[CH:21]=[CH:22][c:23]2[c:24]([O:29][CH2:40][c:39]3[cH:38][cH:37][c:36]([C:32]([CH3:33])([CH3:34])[CH3:35])[cH:43][cH:42]3)[cH:25][cH:26][cH:27][cH:28]2)[cH:30][cH:31]1.